This data is from the Open Reaction Database (ORD), a public repository of structured organic reaction records. The task is: describe an organic reaction: reactants, conditions, products, and yield The reactants are NC1=NC(=CC(=N1)OC)OC (2-amino4,6-dimethoxypyrimidine), CN(C1=CC=CC=C1)C (N,N-dimethyl-aniline), C(=O)(Cl)Cl (phosgene), C(C)(C)O (isopropanol), C(=O)(Cl)Cl (Phosgene). Solvent: C(C)(=O)OCC (ethyl acetate), C(C)(=O)OCC (ethyl acetate), C(C)(=O)OCC (ethyl acetate). Conditions: temperature 22.5 celsius, time 15 minute. Product: COC1=NC(=NC(=C1)OC)NC(OC(C)C)=O (Isopropyl N-(4,6-Dimethoxypyrimidin-2-yl)carbamate). RXN SMILES: [C:1](Cl)(Cl)=[O:2].[NH2:5][C:6]1[N:11]=[C:10]([O:12][CH3:13])[CH:9]=[C:8]([O:14][CH3:15])[N:7]=1.CN(C)C1C=CC=CC=1.[CH:25]([OH:28])([CH3:27])[CH3:26]>C(OCC)(=O)C>[CH3:13][O:12][C:10]1[CH:9]=[C:8]([O:14][CH3:15])[N:7]=[C:6]([NH:5][C:1](=[O:2])[O:28][CH:25]([CH3:27])[CH3:26])[N:11]=1. Procedure details: Phosgene (20 g, 202 mmol) was passed at 20-25° C. in the course of 45 min into a recipient vessel of ethyl acetate (120 ml). A solution of 2-amino4,6-dimethoxypyrimidine (15.6 g, 101 mmol) and N,N-dimethyl-aniline (26 ml, 203 mmol) in ethyl acetate (90 ml) was added dropwise at 25° C. in the course of 3 h. After 15 min, the suspension was aerated with nitrogen until it was free of phosgene, ethyl acetate (120 ml) was added and isopropanol (10 ml, 130 mmol) was added dropwise in the course of 10 ... Reactants: CC(C)(C)OC(=O)N1CC(OS(C)(=O)=O)CC1CO, O=C1NC(=O)c2ccccc21, CCOC(C)=O, CN(C)C=O, [K], O, Cc1ccc(S(=O)(=O)O)cc1. The product is CC(C)(C)OC(=O)N1CC(OS(C)(=O)=O)CC1CN1C(=O)c2ccccc2C1=O. RXN SMILES: [C:12]([CH3:13])([CH3:14])([CH3:15])[O:16][C:17](=[O:18])[N:19]1[CH:20]([CH2:29][OH:30])[CH2:21][CH:22]([O:24][S:25](=[O:26])(=[O:27])[CH3:28])[CH2:23]1.[C:31]1(=[O:41])[c:32]2[c:33]([cH:37][cH:38][cH:39][cH:40]2)[C:34](=[O:36])[NH:35]1.[CH3:44][CH2:45][O:46][C:47](=[O:48])[CH3:49].[CH3:50][N:51]([CH3:52])[CH:53]=[O:54].[K:42].[OH2:43].[c:1]1([CH3:2])[cH:3][cH:4][c:5]([S:6]([OH:7])(=[O:8])=[O:9])[cH:10][cH:11]1>>[C:12]([CH3:13])([CH3:14])([CH3:15])[O:16][C:17](=[O:18])[N:19]1[CH:20]([CH2:29][N:35]2[C:31](=[O:41])[c:32]3[c:33]([cH:37][cH:38][cH:39][cH:40]3)[C:34]2=[O:36])[CH2:21][CH:22]([O:24][S:25](=[O:26])(=[O:27])[CH3:28])[CH2:23]1. Reactants: C(#C)C1(CCCCC1)N (1-ethynylcyclohexanamine), ClC1=CC=C(C=C1)C1=C(C(=CC2=CC(=CC=C12)OS(=O)(=O)C(F)(F)F)C)[C@@H](C(=O)OCC)O ((S)-ethyl 2-(1-(4-chlorophenyl)-3-methyl-6-(trifluoromethylsulfonyloxy) naphthalen-2-yl)-2-hydroxyacetate), [BH4-].[Na+] (NaBH4), BrC1=CC=C2C=C(C(=C(C2=C1)C1=CC=C(C=C1)Cl)C(C(=O)OCC)=O)C (ethyl 2-(7-bromo-1-(4-chlorophenyl)-3-methylnaphthalen-2-yl)-2-oxoacetate). Product: NC1(CCCCC1)C#CC1=CC=C2C=C(C(=C(C2=C1)C1=CC=C(C=C1)Cl)[C@@H](C(=O)O)OC(C)(C)C)C ((S)-2-(7-((1-aminocyclohexyl)ethynyl)-1-(4-chlorophenyl)-3-methylnaphthalen-2-yl)-2-tert-butoxyacetic acid). As a reaction SMILES: [Cl:1][C:2]1[CH:7]=[CH:6][C:5]([C:8]2[C:17]3[C:12](=[CH:13][C:14](OS(C(F)(F)F)(=O)=O)=[CH:15][CH:16]=3)[CH:11]=[C:10]([CH3:26])[C:9]=2[C@H:27]([OH:33])[C:28]([O:30]CC)=[O:29])=[CH:4][CH:3]=1.[BH4-].[Na+].BrC1C=[C:45]2[C:40]([CH:41]=C(C)C(C(=O)C(OCC)=O)=C2C2C=CC(Cl)=CC=2)=[CH:39]C=1.[C:62]([C:64]1([NH2:70])[CH2:69][CH2:68][CH2:67][CH2:66][CH2:65]1)#[CH:63]>>[NH2:70][C:64]1([C:62]#[C:63][C:15]2[CH:16]=[C:17]3[C:12]([CH:11]=[C:10]([CH3:26])[C:9]([C@H:27]([O:33][C:40]([CH3:45])([CH3:41])[CH3:39])[C:28]([OH:30])=[O:29])=[C:8]3[C:5]3[CH:6]=[CH:7][C:2]([Cl:1])=[CH:3][CH:4]=3)=[CH:13][CH:14]=2)[CH2:69][CH2:68][CH2:67][CH2:66][CH2:65]1 |f:1.2|. Procedure: (S)-2-(7-((1-Aminocyclohexyl)ethynyl)-1-(4-chlorophenyl)-3-methylnaphthalen-2-yl)-2-tert-butoxyacetic acid (100) was prepared by the method of Example 67 using the reduction method of Example 51 step 3 for (S)-ethyl 2-(1-(4-chlorophenyl)-3-methyl-6-(trifluoromethylsulfonyloxy) naphthalen-2-yl)-2-hydroxyacetate instead of step 5, NaBH4 step, from ethyl 2-(7-bromo-1-(4-chlorophenyl)-3-methylnaphthalen-2-yl)-2-oxoacetate. The remainder of the sequence follows the method of Example 67 using 1-ethyny... Starting materials: NC(=O)c1c(C(F)(F)F)ccc(Cl)c1Cl, O=C(OC(=O)C(F)(F)F)C(F)(F)F, C1COCCO1, O, c1ccncc1. Yields the product N#Cc1c(C(F)(F)F)ccc(Cl)c1Cl. RXN SMILES: [Cl:1][c:2]1[c:3]([C:4](=[O:5])[NH2:6])[c:7]([C:12]([F:13])([F:14])[F:15])[cH:8][cH:9][c:10]1[Cl:11].[F:22][C:23]([F:24])([F:25])[C:26]([O:27][C:28](=[O:29])[C:30]([F:31])([F:32])[F:33])=[O:34].[O:36]1[CH2:37][CH2:38][O:39][CH2:40][CH2:41]1.[OH2:35].[cH:16]1[cH:17][cH:18][n:19][cH:20][cH:21]1>>[Cl:1][c:2]1[c:3]([C:4]#[N:6])[c:7]([C:12]([F:13])([F:14])[F:15])[cH:8][cH:9][c:10]1[Cl:11]. Reactants: [H-].[Al+3].[Li+].[H-].[H-].[H-] (lithium aluminium hydride), [OH-].[Na+] (sodium hydroxide), [O-]S(=O)(=O)[O-].[Mg+2] (MgSO4), COC=1C=C(C=CC1)C1(OC(C(N(C1)C)=O)C)C (6-(3-methoxyphenyl)-2,4,6-trimethyl-3-morpholinone). Solvent: CCOCC (ether), O (water), CCOCC (ether). Yields the product COC=1C=C(C=CC1)C1(CN(CC(O1)C)C)C (2-(3-methoxyphenyl)-2,4,6-trimethylmorpholine). Isolated yield 100.6%. RXN SMILES: [CH3:1][O:2][C:3]1[CH:4]=[C:5]([C:9]2([CH3:18])[CH2:14][N:13]([CH3:15])[C:12](=O)[CH:11]([CH3:17])[O:10]2)[CH:6]=[CH:7][CH:8]=1.[H-].[Al+3].[Li+].[H-].[H-].[H-].[OH-].[Na+].[O-]S([O-])(=O)=O.[Mg+2]>CCOCC.O>[CH3:1][O:2][C:3]1[CH:4]=[C:5]([C:9]2([CH3:18])[O:10][CH:11]([CH3:17])[CH2:12][N:13]([CH3:15])[CH2:14]2)[CH:6]=[CH:7][CH:8]=1 |f:1.2.3.4.5.6,7.8,9.10|. Procedure details: The above mixture of isomers of 6-(3-methoxyphenyl)-2,4,6-trimethyl-3-morpholinone (15.8 g) in dry ether (50 ml) was added dropwise to a stirred suspension of lithium aluminium hydride (4.0 g) in ether (250 ml). After heating under reflux for 3 hours the reaction mixture was cooled and the complex decomposed by the cautious, successive addition of water (4 ml), 2 M sodium hydroxide (8 ml) and anhydrous MgSO4. The inorganic material was filtered off and the filtrate removed under reduced pressure... Reactants: Cc1ccccc1, CC(=O)O, C=C(Cl)CCl, O=C1CCCCC1, [Zn]. Product: C=C(Cl)CC1(O)CCCCC1. Reaction SMILES: [CH3:13][c:14]1[cH:15][cH:16][cH:17][cH:18][cH:19]1.[CH3:21][C:22](=[O:23])[OH:24].[Cl:1][C:2](=[CH2:3])[CH2:4][Cl:5].[O:6]=[C:7]1[CH2:8][CH2:9][CH2:10][CH2:11][CH2:12]1.[Zn:20]>>[Cl:1][C:2](=[CH2:3])[CH2:4][C:7]1([OH:6])[CH2:8][CH2:9][CH2:10][CH2:11][CH2:12]1. Starting materials: O=C1CCC(=O)N1Br, O=C(OOC(=O)c1ccccc1)c1ccccc1, ClC(Cl)(Cl)Cl, CON=C(C(=O)OC)c1ccccc1C. Yields the product CON=C(C(=O)OC)c1ccccc1CBr. Reaction SMILES: [Br:16][N:17]1[C:18](=[O:19])[CH2:20][CH2:21][C:22]1=[O:23].[C:24]([O:25][O:26][C:27](=[O:28])[c:29]1[cH:30][cH:31][cH:32][cH:33][cH:34]1)(=[O:35])[c:36]1[cH:37][cH:38][cH:39][cH:40][cH:41]1.[C:42]([Cl:43])([Cl:44])([Cl:45])[Cl:46].[CH3:1][O:2][C:3]([C:4](=[N:5][O:6][CH3:7])[c:8]1[c:9]([CH3:14])[cH:10][cH:11][cH:12][cH:13]1)=[O:15]>>[CH3:1][O:2][C:3]([C:4](=[N:5][O:6][CH3:7])[c:8]1[c:9]([CH2:14][Br:16])[cH:10][cH:11][cH:12][cH:13]1)=[O:15]. Starting materials: BrC1=NC=C(C=C1C)C1OC1 ((RS)-2-bromo-3-methyl-5-(oxiran-2-yl)pyridine), NCCO (2-aminoethanol), CCOC(=O)C.C1CCOC1 (EtOAc THF). The solvent is C1CCOC1 (THF). Run at time 8 hour. The product is BrC1=C(C=C(C=N1)C(CNCCO)O)C ((RS)-1-(6-bromo-5-methylpyridin-3-yl)-2-(2-hydroxyethylamino)ethanol). Reaction SMILES: [Br:1][C:2]1[C:7]([CH3:8])=[CH:6][C:5]([CH:9]2[CH2:11][O:10]2)=[CH:4][N:3]=1.[NH2:12][CH2:13][CH2:14][OH:15].CCOC(C)=O.C1COCC1>C1COCC1>[Br:1][C:2]1[N:3]=[CH:4][C:5]([CH:9]([OH:10])[CH2:11][NH:12][CH2:13][CH2:14][OH:15])=[CH:6][C:7]=1[CH3:8] |f:2.3|. Procedure: To a stirred solution of (RS)-2-bromo-3-methyl-5-(oxiran-2-yl)pyridine (1.4 g) in THF (6 ml) was added 2-aminoethanol (3.92 ml) and the mixture was stirred at room temperature overnight. The reaction mixture was then poured into EtOAc/THF (1:1) and the mixture was washed with saturated brine. The organic layer was dried over Na2SO4 and concentrated in vacuo to afford (RS)-1-(6-bromo-5-methylpyridin-3-yl)-2-(2-hydroxyethylamino)ethanol (1.76 g) as an off-white solid which was used in the next ste...